This data is from the Open Reaction Database (ORD), a public repository of structured organic reaction records. The task is: describe an organic reaction: reactants, conditions, products, and yield Starting materials: CCO, CCOc1cc2ncc(C#N)c(Cl)c2cc1OCC, Cl, Cl, Nc1ccc2c(c1)NCC2, [Na+], [Na+], O=C([O-])[O-], O. Yields the product CCOc1cc2ncc(C#N)c(Nc3ccc4c(c3)NCC4)c2cc1OCC. RXN SMILES: [CH3:39][CH2:40][OH:41].[Cl:1][c:2]1[c:3]([C:18]#[N:19])[cH:4][n:5][c:6]2[cH:7][c:8]([O:15][CH2:16][CH3:17])[c:9]([O:12][CH2:13][CH3:14])[cH:10][c:11]12.[ClH:20].[ClH:21].[NH2:22][c:23]1[cH:24][cH:25][c:26]2[c:30]([cH:31]1)[NH:29][CH2:28][CH2:27]2.[Na+:32].[Na+:33].[O-:34][C:35](=[O:36])[O-:37].[OH2:38]>>[c:2]1([NH:22][c:23]2[cH:24][cH:25][c:26]3[c:30]([cH:31]2)[NH:29][CH2:28][CH2:27]3)[c:3]([C:18]#[N:19])[cH:4][n:5][c:6]2[cH:7][c:8]([O:15][CH2:16][CH3:17])[c:9]([O:12][CH2:13][CH3:14])[cH:10][c:11]12. The reactants are C(C)(C)(C)OC(=O)[C@H]1N([C@H](SC1)C=1C=NC=CC1)C(CNC(NC=1C=C(C(=O)OCC[Si](C)(C)C)C=CC1)=O)=O (2-trimethylsilylethyl (2R,4R)-3-{3-{2-[4-tert-butoxycarbonyl-2-(3-pyridyl)-3-thiazolidinyl]-2-oxoethyl}ureido}benzoate). Solvent: [F-].C(CCC)[N+](CCCC)(CCCC)CCCC (tetrabutylammonium fluoride). Product: C(C)(C)(C)OC(=O)[C@H]1N([C@H](SC1)C=1C=NC=CC1)C(CNC(NC=1C=C(C(=O)O)C=CC1)=O)=O ((2R,4R)-3-{3-{2-[4-tert-butoxycarbonyl-2-(3-pyridyl)-3-thiazolidinyl]-2-oxoethyl}ureido}benzoic acid). Yield: 45.7%. RXN SMILES: [C:1]([O:5][C:6]([C@@H:8]1[CH2:12][S:11][C@H:10]([C:13]2[CH:14]=[N:15][CH:16]=[CH:17][CH:18]=2)[N:9]1[C:19](=[O:40])[CH2:20][NH:21][C:22](=[O:39])[NH:23][C:24]1[CH:25]=[C:26]([CH:36]=[CH:37][CH:38]=1)[C:27]([O:29]CC[Si](C)(C)C)=[O:28])=[O:7])([CH3:4])([CH3:3])[CH3:2]>[F-].C([N+](CCCC)(CCCC)CCCC)CCC>[C:1]([O:5][C:6]([C@@H:8]1[CH2:12][S:11][C@H:10]([C:13]2[CH:14]=[N:15][CH:16]=[CH:17][CH:18]=2)[N:9]1[C:19](=[O:40])[CH2:20][NH:21][C:22](=[O:39])[NH:23][C:24]1[CH:25]=[C:26]([CH:36]=[CH:37][CH:38]=1)[C:27]([OH:29])=[O:28])=[O:7])([CH3:4])([CH3:2])[CH3:3] |f:1.2|. Procedure: The operation is carried out in a fashion similar to that described in Example 41, but starting from 0.95 g of 2-trimethylsilylethyl (2R,4R)-3-{3-{2-[4-tert-butoxycarbonyl-2-(3-pyridyl)-3-thiazolidinyl]-2-oxoethyl}ureido}benzoate in 3.2 cm3 of 1M tetrabutylammonium fluoride solution. The crude product is purified by chromatography on silica [eluent: ethyl acetate]. The fractions containing the expected product are combined and concentrated to dryness under reduced pressure at 40° C. After vigoro... The yield is 90.0%. RXN SMILES: [CH:1]1([CH2:7][CH2:8][CH2:9][C:10]#[C:11][C:12]2[C:13]([C:17]3[CH:18]=[N:19][CH:20]=[CH:21][CH:22]=3)=[N:14][NH:15][CH:16]=2)[CH2:6][CH2:5][CH2:4][CH2:3][CH2:2]1.[CH3:23]SC1C(C2C=NC=CC=2)=NNC=1>>[CH:1]1([CH2:7][CH2:8][CH2:9][C:10]#[C:11][C:12]2[C:13]([C:17]3[CH2:18][N:19]([CH3:23])[CH2:20][CH2:21][CH:22]=3)=[N:14][NH:15][CH:16]=2)[CH2:6][CH2:5][CH2:4][CH2:3][CH2:2]1. Yields the product C1(CCCCC1)CCCC#CC=1C(=NNC1)C=1CN(CCC1)C (3-[4-(5-Cyclohexyl-pent-1-ynyl)-1H-pyrazol-3-yl]-1,2,5,6-tetrahydro-1-methylpyridine). Reactants: C1(CCCCC1)CCCC#CC=1C(=NNC1)C=1C=NC=CC1 (3-[4-(5-Cyclohexyl-pent-1-ynyl)-1H-pyrazol-3-yl]-pyridine), 22A, compound 45E, CSC=1C(=NNC1)C=1C=NC=CC1 (3-(4-methylsulfanyl-1H-pyrazol-3-yl)-pyridine). Reported procedure: Compound 44E was converted to compound 45E, using the methodology described for the conversion of 21A to 22A (see Scheme 3). Yield: 90% (amorphous). LCMS (method A); Rt 2.28 min, ([M+H]+=312). 1H-NMR (400 MHz, CDCl3): δ 7.57 (s, 1H), 6.76-6.71 (bs, 1H), 3.41-3.37 (m, 2H), 2.59 (bt, J=7 Hz, 2H), 2.45-2.35 (m, 7H), 1.75-1.55 (m, 6H), 1.35-1.10 (m, 7H), 0.94-0.8 (m, 2H). Reactants: ClC1=CC=C(C=C1)C1=NC(=NC(=C1)C(F)(F)F)C(=N)NO (4-(4-chloro-phenyl)-N-hydroxy-6-trifluoromethyl-pyrimidine-2-carboxamidine), NC1=NC=C(C(=O)O)C=C1 (6-amino-nicotinic acid). The product is ClC1=CC=C(C=C1)C1=NC(=NC(=C1)C(F)(F)F)C1=NOC(=N1)C=1C=CC(=NC1)N (5-{3-[4-(4-Chloro-phenyl)-6-trifluoromethyl-pyrimidin-2-yl]-[1,2,4]oxadiazol-5-yl}-pyridin-2-ylamine), solid. Isolated yield 28.0%. Reaction SMILES: [Cl:1][C:2]1[CH:7]=[CH:6][C:5]([C:8]2[CH:13]=[C:12]([C:14]([F:17])([F:16])[F:15])[N:11]=[C:10]([C:18]([NH:20][OH:21])=[NH:19])[N:9]=2)=[CH:4][CH:3]=1.[NH2:22][C:23]1[CH:31]=[CH:30][C:26]([C:27](O)=O)=[CH:25][N:24]=1>>[Cl:1][C:2]1[CH:7]=[CH:6][C:5]([C:8]2[CH:13]=[C:12]([C:14]([F:15])([F:16])[F:17])[N:11]=[C:10]([C:18]3[N:19]=[C:27]([C:26]4[CH:30]=[CH:31][C:23]([NH2:22])=[N:24][CH:25]=4)[O:21][N:20]=3)[N:9]=2)=[CH:4][CH:3]=1. Reported procedure: The title compound was prepared from 4-(4-chloro-phenyl)-N-hydroxy-6-trifluoromethyl-pyrimidine-2-carboxamidine (example C.1) (0.16 g, 0.5 mmol) and commercially available 6-amino-nicotinic acid (0.07 g, 0.5 mmol according to the general procedure VI. Obtained as an off-white solid (0.059 g, 28%). MS (ISP) 418.9 [(M+H)+]; mp 191° C.